The task is: describe an organic reaction: reactants, conditions, products, and yield. This data is from the Open Reaction Database (ORD), a public repository of structured organic reaction records. Starting materials: NC1=NC(=NS1)C(C(=O)NC1[C@@H]2N(C(=C(CS2)CS\C=C/C2=CC=CC=C2)C(=O)OC(C2=CC=CC=C2)C2=CC=CC=C2)C1=O)=NOCC=C (benzhydryl 7-[2-(5-amino-1,2,4-thiadiazol-3-yl)-2-allyloxyiminoacetamido]-3-[(Z)-2-phenylvinylthiomethyl]-3-cephem-4-carboxylate), C1(=CC=CC=C1)OC (anisole), C1(=CC=CC=C1)SC (thioanisole), FC(C(=O)O)(F)F (trifluoroacetic acid), C(C)(C)OC(C)C (diisopropyl ether). Solvent: C(Cl)Cl (methylene chloride). Run at time 30 minute. Product: NC1=NC(=NS1)C(C(=O)NC1[C@@H]2N(C(=C(CS2)CS\C=C/C2=CC=CC=C2)C(=O)O)C1=O)=NOCC=C (7-[2-(5-amino-1,2,4-thiadiazol-3-yl)-2-allyloxyiminoacetamido]-3-[(Z)-2-phenylvinylthiomethyl]-3-cephem-4-carboxylic acid). Isolated yield 35.9%. Reaction SMILES: [NH2:1][C:2]1[S:6][N:5]=[C:4]([C:7](=[N:46][O:47][CH2:48][CH:49]=[CH2:50])[C:8]([NH:10][CH:11]2[C:44](=[O:45])[N:13]3[C:14]([C:28]([O:30]C(C4C=CC=CC=4)C4C=CC=CC=4)=[O:29])=[C:15]([CH2:18][S:19]/[CH:20]=[CH:21]\[C:22]4[CH:27]=[CH:26][CH:25]=[CH:24][CH:23]=4)[CH2:16][S:17][C@H:12]23)=[O:9])[N:3]=1.C1(OC)C=CC=CC=1.C1(SC)C=CC=CC=1.FC(F)(F)C(O)=O.C(OC(C)C)(C)C>C(Cl)Cl>[NH2:1][C:2]1[S:6][N:5]=[C:4]([C:7](=[N:46][O:47][CH2:48][CH:49]=[CH2:50])[C:8]([NH:10][CH:11]2[C:44](=[O:45])[N:13]3[C:14]([C:28]([OH:30])=[O:29])=[C:15]([CH2:18][S:19]/[CH:20]=[CH:21]\[C:22]4[CH:27]=[CH:26][CH:25]=[CH:24][CH:23]=4)[CH2:16][S:17][C@H:12]23)=[O:9])[N:3]=1. Procedure details: To a solution of benzhydryl 7-[2-(5-amino-1,2,4-thiadiazol-3-yl)-2-allyloxyiminoacetamido]-3-[(Z)-2-phenylvinylthiomethyl]-3-cephem-4-carboxylate (syn isomer) (748 mg) in a mixture of methylene chloride (2.24 ml), anisole (0.37 ml) and thioanisole (0.37 ml) was added trifluoroacetic acid (1.5 ml) under ice-cooling. The mixture was stirred for 30 minutes at the same temperature and poured into diisopropyl ether (50 ml). The resulting precipitate was collected, washed with diisopropyl ether and di...